The task is: describe an organic reaction: reactants, conditions, products, and yield. This data is from the Open Reaction Database (ORD), a public repository of structured organic reaction records. Reactants: C1C(OCC(O1)(CO)O)(CO)O (dihydroxyacetone dimer), C(CCCCCCCCCCCCCCCCC)(=O)O (stearic acid), Cl.C(C)N=C=NCCCN(C)C (1-ethyl-3-(3-dimethylaminopropyl)carbodiimide hydrochloride salt), CO (methanol). The reagents and catalysts are CN(C1=CC=NC=C1)C (4-dimethylaminopyridine). Run in C(O)([O-])=O.[Na+] (sodium hydrogen carbonate), C(C)(=O)OCC (ethyl acetate), ClCCl (dichloromethane). Reaction conditions: time 6 hour. Yields the product C(CCCCCCCCCCCCCCCCC)(=O)OCC(O)COC(CCCCCCCCCCCCCCCCC)=O (1,3-distearoylglycerol). Yield: 33.6%. As a reaction SMILES: C1O[C:5]([OH:9])([CH2:7][OH:8])[CH2:4][O:3][C:2]1([OH:12])[CH2:10]O.[C:13]([OH:32])(=O)[CH2:14][CH2:15][CH2:16][CH2:17][CH2:18][CH2:19][CH2:20][CH2:21][CH2:22][CH2:23][CH2:24][CH2:25][CH2:26][CH2:27][CH2:28][CH2:29][CH3:30].Cl.C(N=C=N[CH2:39][CH2:40][CH2:41]N(C)C)C.CO>CN(C)C1C=CN=CC=1.ClCCl.C(=O)([O-])O.[Na+].C(OCC)(=O)C>[C:13]([O:8][CH2:7][CH:5]([CH2:4][O:3][C:2](=[O:12])[CH2:10][CH2:25][CH2:24][CH2:23][CH2:22][CH2:21][CH2:20][CH2:19][CH2:18][CH2:17][CH2:16][CH2:15][CH2:14][CH2:13][CH2:41][CH2:40][CH3:39])[OH:9])(=[O:32])[CH2:14][CH2:15][CH2:16][CH2:17][CH2:18][CH2:19][CH2:20][CH2:21][CH2:22][CH2:23][CH2:24][CH2:25][CH2:26][CH2:27][CH2:28][CH2:29][CH3:30] |f:2.3,7.8|. Reported procedure: 3.0 g of dihydroxyacetone dimer, 22.7 g of stearic acid, 16.8 g of 1-ethyl-3-(3-dimethylaminopropyl)carbodiimide hydrochloride salt, and 10.8 g of 4-dimethylaminopyridine were dissolved in 100 mL of dichloromethane, for overnight reaction under agitation at ambient temperature. Adding 0.5 L of methanol to the reaction solution, the generated powder was filtered and recovered. The powder recovered by filtration was washed with methanol. After the washed powder was dried, 6 g of the dried powder w... Reactants: CCOCC (ether), N1=C(C=CC=C1C)C (2,6-Lutidine), C(C)(=O)SC1CC(N1C(C(=O)OCC1=CC=C(C=C1)[N+](=O)[O-])Cl)=O (p-nitrobenzyl 2-(4-acetylthio-2-oxo-1-azetidinyl)-2-chloroacetate), C1(=CC=CC=C1)P(C1=CC=CC=C1)C1=CC=CC=C1 (triphenylphosphine). Solvent: O1CCOCC1 (dioxane). Run at time 18 hour. Yields the product C(C)(=O)SC1CC(N1C(C(=O)OCC1=CC=C(C=C1)[N+](=O)[O-])=P(C1=CC=CC=C1)(C1=CC=CC=C1)C1=CC=CC=C1)=O (p-Nitrobenzyl 2-(4-Acetylthio-2-oxo-1-azetidinyl)-2-triphenylphosphoranylideneacetate). Reaction SMILES: N1C(C)=CC=CC=1C.[C:9]([S:12][CH:13]1[N:16]([CH:17](Cl)[C:18]([O:20][CH2:21][C:22]2[CH:27]=[CH:26][C:25]([N+:28]([O-:30])=[O:29])=[CH:24][CH:23]=2)=[O:19])[C:15](=[O:32])[CH2:14]1)(=[O:11])[CH3:10].[C:33]1([P:39]([C:46]2[CH:51]=[CH:50][CH:49]=[CH:48][CH:47]=2)[C:40]2[CH:45]=[CH:44][CH:43]=[CH:42][CH:41]=2)[CH:38]=[CH:37][CH:36]=[CH:35][CH:34]=1.CCOCC>O1CCOCC1>[C:9]([S:12][CH:13]1[N:16]([C:17](=[P:39]([C:40]2[CH:41]=[CH:42][CH:43]=[CH:44][CH:45]=2)([C:46]2[CH:51]=[CH:50][CH:49]=[CH:48][CH:47]=2)[C:33]2[CH:34]=[CH:35][CH:36]=[CH:37][CH:38]=2)[C:18]([O:20][CH2:21][C:22]2[CH:27]=[CH:26][C:25]([N+:28]([O-:30])=[O:29])=[CH:24][CH:23]=2)=[O:19])[C:15](=[O:32])[CH2:14]1)(=[O:11])[CH3:10]. Procedure: 2,6-Lutidine (2.14 g., 20 mmole) was added to a solution of p-nitrobenzyl 2-(4-acetylthio-2-oxo-1-azetidinyl)-2-chloroacetate (5.9 g., 16 mmole) and triphenylphosphine (5.8 g., 22 mmole) in dioxane (80 ml.). The solution was kept at 55° for 18 hours and then concentrated on a rotary evaporator. The residue was partitioned between brine and ethyl acetate and the organic phase was washed with brine, dried and concentrated. The residue was purified by chromatography over silica gel (ethyl acetate:p... Starting materials: BrC1=CC=C(C=N1)NC(CN1C(N(C[C@@H]1CC(C)C)C=1C=NC(=CC1)C(F)(F)F)=O)=O (N-(6-bromopyridin-3-yl)-2-{(5S)-5-(2-methylpropyl)-2-oxo-3-[6-(trifluoromethyl)pyridin-3-yl]imidazolidin-1-yl}acetamide), C(CCC)[Sn](C(=C)OCC)(CCCC)CCCC (tributyl(1-ethoxyvinyl)tin), C(O)([O-])=O.[Na+] (sodium hydrogen carbonate). Reagents/catalysts: Cl[Pd]([P](C1=CC=CC=C1)(C2=CC=CC=C2)C3=CC=CC=C3)([P](C4=CC=CC=C4)(C5=CC=CC=C5)C6=CC=CC=C6)Cl (bis(triphenylphosphine)palladium(II) dichloride), [Cu]I (copper(I) iodide). Solvent: C(C)#N (acetonitrile). Run at temperature 150 celsius, time 2 hour. The product is C(C)(=O)C1=CC=C(C=N1)NC(CN1C(N(C[C@@H]1CC(C)C)C=1C=NC(=CC1)C(F)(F)F)=O)=O (N-(6-Acetylpyridin-3-yl)-2-{(5S)-5-(2-methylpropyl)-2-oxo-3-[6-(trifluoromethyl)pyridin-3-yl]imidazolidin-1-yl}acetamide). Isolated yield 83.0%. RXN SMILES: Br[C:2]1[N:7]=[CH:6][C:5]([NH:8][C:9](=[O:31])[CH2:10][N:11]2[C@@H:15]([CH2:16][CH:17]([CH3:19])[CH3:18])[CH2:14][N:13]([C:20]3[CH:21]=[N:22][C:23]([C:26]([F:29])([F:28])[F:27])=[CH:24][CH:25]=3)[C:12]2=[O:30])=[CH:4][CH:3]=1.C([Sn](CCCC)(CCCC)[C:37]([O:39]CC)=[CH2:38])CCC.C(=O)([O-])O.[Na+]>C(#N)C.Cl[Pd](Cl)([P](C1C=CC=CC=1)(C1C=CC=CC=1)C1C=CC=CC=1)[P](C1C=CC=CC=1)(C1C=CC=CC=1)C1C=CC=CC=1.[Cu]I>[C:37]([C:2]1[N:7]=[CH:6][C:5]([NH:8][C:9](=[O:31])[CH2:10][N:11]2[C@@H:15]([CH2:16][CH:17]([CH3:18])[CH3:19])[CH2:14][N:13]([C:20]3[CH:21]=[N:22][C:23]([C:26]([F:29])([F:27])[F:28])=[CH:24][CH:25]=3)[C:12]2=[O:30])=[CH:4][CH:3]=1)(=[O:39])[CH3:38] |f:2.3,^1:60,79|. Procedure details: A suspension of N-(6-bromopyridin-3-yl)-2-{(5S)-5-(2-methylpropyl)-2-oxo-3-[6-(trifluoromethyl)pyridin-3-yl]imidazolidin-1-yl}acetamide (78 mg), tributyl(1-ethoxyvinyl)tin (145 mg), bis(triphenylphosphine)palladium(II) dichloride (22 mg), and copper(I) iodide (6.3 mg) in acetonitrile (1.5 mL) was stirred under irradiation with microwave at 150° C. for 2 hr. Saturated aqueous sodium hydrogen carbonate solution was added thereto, followed by extraction with chloroform. The organic layer was separa...